Dataset: the Open Reaction Database (ORD), a public repository of structured organic reaction records. Task: describe an organic reaction: reactants, conditions, products, and yield Reactants: [Br-], O=CC=CC=Cc1cn(Cc2ccccc2)c2ccccc12, CCCCC[Mg+], CCOC(C)=O, C1CCOC1, O. The product is CCCCCC(O)C=CC=Cc1cn(Cc2ccccc2)c2ccccc12. Reaction SMILES: [Br-:23].[CH2:1]([c:2]1[cH:3][cH:4][cH:5][cH:6][cH:7]1)[n:8]1[cH:9][c:10]([CH:17]=[CH:18][CH:19]=[CH:20][CH:21]=[O:22])[c:11]2[cH:12][cH:13][cH:14][cH:15][c:16]12.[CH2:24]([CH2:25][CH2:26][CH2:27][CH3:28])[Mg+:29].[CH3:31][CH2:32][O:33][C:34](=[O:35])[CH3:36].[O:37]1[CH2:38][CH2:39][CH2:40][CH2:41]1.[OH2:30]>>[CH2:1]([c:2]1[cH:3][cH:4][cH:5][cH:6][cH:7]1)[n:8]1[cH:9][c:10]([CH:17]=[CH:18][CH:19]=[CH:20][CH:21]([OH:22])[CH2:24][CH2:25][CH2:26][CH2:27][CH3:28])[c:11]2[cH:12][cH:13][cH:14][cH:15][c:16]12. The reactants are BrC=1C=CC(=C(C1)C1=NC(=NC(=C1)Cl)N)C (4-(5-bromo-2-methyl-phenyl)-6-chloro-pyrimidin-2-ylamine), ClC1=CC=C(C=C1)N (4-chloro-phenylamine). Product: BrC=1C=CC(=C(C1)C1=CC(=NC(=N1)N)NC1=CC=C(C=C1)Cl)C (6-(5-Bromo-2-methyl-phenyl)-N*4*-(4-chloro-phenyl)-pyrimidine-2,4-diamine). The yield is 76.0%. RXN SMILES: [Br:1][C:2]1[CH:3]=[CH:4][C:5]([CH3:16])=[C:6]([C:8]2[CH:13]=[C:12](Cl)[N:11]=[C:10]([NH2:15])[N:9]=2)[CH:7]=1.[Cl:17][C:18]1[CH:23]=[CH:22][C:21]([NH2:24])=[CH:20][CH:19]=1>>[Br:1][C:2]1[CH:3]=[CH:4][C:5]([CH3:16])=[C:6]([C:8]2[N:9]=[C:10]([NH2:15])[N:11]=[C:12]([NH:24][C:21]3[CH:22]=[CH:23][C:18]([Cl:17])=[CH:19][CH:20]=3)[CH:13]=2)[CH:7]=1. Procedure: Following the method described in Example 26, 4-(5-bromo-2-methyl-phenyl)-6-chloro-pyrimidin-2-ylamine and 4-chloro-phenylamine provided the title compound (76% yield). 1H NMR (DMSO-d6) δ 2.35 (s, 3H, CH3), 6.39 (s, 1H, Ar), 7.40 (d, 1H, J=8.4 Hz, Ar), 7.47 (d, 2H, J=8.5 Hz, Ar), 7.70-7.71 (m, 2H, Ar), 7.84-7.89 (m, 2H, Ar), 10.95 (br s, 1H, NH).